Dataset: the Open Reaction Database (ORD), a public repository of structured organic reaction records. Task: describe an organic reaction: reactants, conditions, products, and yield Starting materials: N1=C(C=CC=C1)CNC(=O)C=1C(=NOC1C)C1=CC=CC=C1 (5-methyl-3-phenyl-isoxazole-4-carboxylic acid (pyridin-2-ylmethyl)-amide), P(=O)(Cl)(Cl)Cl (phosphorus oxychloride), C([O-])(O)=O.[Na+] (sodium bicarbonate). The solvent is ClCCl (dichloromethane), ClC(C)Cl (dichloroethane). Conditions: time 15 minute. Product: CC1=C(C(=NO1)C1=CC=CC=C1)C1=NC=C2N1C=CC=C2 (3-(5-Methyl-3-phenyl-isoxazol-4-yl)-imidazo[1,5-a]pyridine). Yield: 47.2%. RXN SMILES: [N:1]1[CH:6]=[CH:5][CH:4]=[CH:3][C:2]=1[CH2:7][NH:8][C:9]([C:11]1[C:12]([C:17]2[CH:22]=[CH:21][CH:20]=[CH:19][CH:18]=2)=[N:13][O:14][C:15]=1[CH3:16])=O.P(Cl)(Cl)(Cl)=O.C(=O)(O)[O-].[Na+]>ClC(Cl)C.ClCCl>[CH3:16][C:15]1[O:14][N:13]=[C:12]([C:17]2[CH:22]=[CH:21][CH:20]=[CH:19][CH:18]=2)[C:11]=1[C:9]1[N:1]2[CH:6]=[CH:5][CH:4]=[CH:3][C:2]2=[CH:7][N:8]=1 |f:2.3|. Procedure details: To a solution of 5-methyl-3-phenyl-isoxazole-4-carboxylic acid (pyridin-2-ylmethyl)-amide (0.293 g, 1 mmol) in dichloroethane (5 mL) was added phosphorus oxychloride (0.47 mL, 5 mmol) via a syringe and the resulting mixture heated under reflux overnight. After cooling to room temperature, the mixture was diluted with dichloromethane. Cold saturated sodium bicarbonate (15 mL) was then added slowly and the mixture was vigorously stirred for 15 min. The organic layer was separated and the aqueous w... Starting materials: BrCCNC(=O)SC1=C(C(=O)NC(CCN)=O)C=CC=C1 (N -[2-(2-bromoethylcarbamylthio)benzoyl]-β-alaninamide), N1=CC=CC=C1 (pyridine). Product: [N+]1(=CC=CC=C1)CCNC(=O)SC1=C(C(=O)NC(CCN)=O)C=CC=C1.[Br-] (N-[2-(2-Pyridinioethylcarbamylthio)benzoyl]-β-alaninamide bromide). Isolated yield 82.0%. Reaction SMILES: [Br:1][CH2:2][CH2:3][NH:4][C:5]([S:7][C:8]1[CH:21]=[CH:20][CH:19]=[CH:18][C:9]=1[C:10]([NH:12][C:13](=[O:17])[CH2:14][CH2:15][NH2:16])=[O:11])=[O:6].[N:22]1[CH:27]=[CH:26][CH:25]=[CH:24][CH:23]=1>>[N+:22]1([CH2:2][CH2:3][NH:4][C:5]([S:7][C:8]2[CH:21]=[CH:20][CH:19]=[CH:18][C:9]=2[C:10]([NH:12][C:13](=[O:17])[CH2:14][CH2:15][NH2:16])=[O:11])=[O:6])[CH:27]=[CH:26][CH:25]=[CH:24][CH:23]=1.[Br-:1] |f:2.3|. Reported procedure: A solution of N -[2-(2-bromoethylcarbamylthio)benzoyl]-β-alaninamide (0.37 g, 1.0 mmol) in pyridine (5 ml) was stirred for 8 h under nitrogen. The pyridine was removed in vacuo, and the crude product was purified by column chromatography on silica using chloroform-methanol(7:3 v/v) as eluent. Yield: 82%. 1H NMR (DMSO-d6): 2.38(t, 2H, CH2), 3.40(q, 2H, CH2), 3.72(q,2H, CH2), 4.72(t, 2H, CH2), 6.92(brs, 1H, NH2), 7.36-7.58(m, 5H, Ar—H, NH2), 8.26(t, 2H, Py-H), 8.36(t, 1H, NH), 8.66(t, 1H, Py-H), 9... The reactants are FC(C1=C(C=CC=C1)CO)F ((2-(difluoromethyl)phenyl)methanol). The reagents and catalysts are [O-2].[Mn+2] (manganese oxide). Run in ClCCl (dichloromethane). Conditions: time 1 hour. The product is FC(C1=C(C=O)C=CC=C1)F (2-(difluoromethyl)benzaldehyde). Yield: 100.3%. RXN SMILES: [F:1][CH:2]([F:11])[C:3]1[CH:8]=[CH:7][CH:6]=[CH:5][C:4]=1[CH2:9][OH:10]>ClCCl.[O-2].[Mn+2]>[F:1][CH:2]([F:11])[C:3]1[CH:8]=[CH:7][CH:6]=[CH:5][C:4]=1[CH:9]=[O:10] |f:2.3|. Reported procedure: A mixture of (2-(difluoromethyl)phenyl)methanol (100 mg, 0.632 mmol) and manganese oxide (275 mg, 3.16 mmol) in dichloromethane was stirred at room temperature for twelve hours and then at 45° C. for 1 h. The reaction was filtered through celite and concentrated, to give 2-(difluoromethyl)benzaldehyde as an oil (99 mg). 1H NMR (400 MHz, CDCl3) δ 10.2 (s, 1H), 7.94 (d, 1H), 7.81 (d, 1H), 7.70 (m, 2H), 6.93 (t, 1H). RXN SMILES: C([O:4][CH2:5][C:6]1[C:11]([C:12]2[CH:13]=[C:14]([NH:21][C:22]3[CH:27]=[CH:26][C:25]([C:28]([N:30]4[CH2:35][CH2:34][O:33][CH2:32][CH2:31]4)=[O:29])=[CH:24][N:23]=3)[C:15]3[N:16]([N:18]=[CH:19][N:20]=3)[CH:17]=2)=[CH:10][CH:9]=[CH:8][C:7]=1[N:36]1[N:45]=[CH:44][C:43]2[C:38](=[C:39]([F:50])[CH:40]=[C:41]([C:46]([CH3:49])([CH3:48])[CH3:47])[CH:42]=2)[C:37]1=[O:51])(=O)C.[OH-].[Na+]>C1COCC1.C([O-])(O)=O.[Na+].C(Cl)Cl>[C:46]([C:41]1[CH:42]=[C:43]2[C:38](=[C:39]([F:50])[CH:40]=1)[C:37](=[O:51])[N:36]([C:7]1[CH:8]=[CH:9][CH:10]=[C:11]([C:12]3[CH:13]=[C:14]([NH:21][C:22]4[CH:27]=[CH:26][C:25]([C:28]([N:30]5[CH2:31][CH2:32][O:33][CH2:34][CH2:35]5)=[O:29])=[CH:24][N:23]=4)[C:15]4[N:16]([N:18]=[CH:19][N:20]=4)[CH:17]=3)[C:6]=1[CH2:5][OH:4])[N:45]=[CH:44]2)([CH3:49])([CH3:47])[CH3:48] |f:1.2,4.5|. Isolated yield 22.5%. Procedure details: To a solution of 2-(6-tert-butyl-8-fluoro-1-oxophthalazin-2(1H)-yl)-6-(8-(5-(morpholine-4-carbonyl)pyridin-2-ylamino)-[1,2,4]triazolo[1,5-a]pyridin-6-yl)benzyl acetate (289 mg, 418 μmol, Eq: 1.00) in THF (5.0 ml) was added NaOH (1.0 N, 5.0 ml, 5.00 mmol, Eq: 12.0). The solution was heated to 60° C. for 18 h. The reaction was cooled to room temperature. The reaction was diluted with sat NaHCO3 (aq) and DCM. The layers were separated. The aqueous layer was extracted three times with DCM, and then ... Reaction conditions: temperature 60 celsius. Product: C(C)(C)(C)C=1C=C2C=NN(C(C2=C(C1)F)=O)C1=C(C(=CC=C1)C=1C=C(C=2N(C1)N=CN2)NC2=NC=C(C=C2)C(=O)N2CCOCC2)CO (6-tert-butyl-8-fluoro-2-(2-hydroxymethyl-3-{8-[5-(morpholine-4-carbonyl)-pyridin-2-ylamino]-[1,2,4]triazolo[1,5-a]pyridin-6-yl}-phenyl)-2H-phthalazin-1-one). Run in C(=O)(O)[O-].[Na+] (NaHCO3), C(Cl)Cl (DCM), C1CCOC1 (THF). Reactants: C(C)(=O)OCC1=C(C=CC=C1C=1C=C(C=2N(C1)N=CN2)NC2=NC=C(C=C2)C(=O)N2CCOCC2)N2C(C1=C(C=C(C=C1C=N2)C(C)(C)C)F)=O (2-(6-tert-butyl-8-fluoro-1-oxophthalazin-2(1H)-yl)-6-(8-(5-(morpholine-4-carbonyl)pyridin-2-ylamino)-[1,2,4]triazolo[1,5-a]pyridin-6-yl)benzyl acetate), [OH-].[Na+] (NaOH). Procedure: 1-Methylsulfanyl-2-trifluoromethoxybenzene (15.0 g, 72 mmol) was dissolved in DCM (200 mL) and m-chloroperoxybenzoic acid (39.0 g, 216 mmol) was added in small portions during 30 min. The reaction mixture was then allowed to stand overnight. DCM (200 mL) was added followed by slow addition of sodium hydroxide (2 N, 200 mL). The organic phase was separated and washed with sodium hydroxide (2 N, 3×150 mL), dried (magnesium sulphate) and concentrated in vacuo to give 15.8 g of 1-methylsulfonyl-2-tr... Solvent: C(Cl)Cl (DCM), C(Cl)Cl (DCM). The reactants are ClC=1C=C(C(=O)OO)C=CC1 (m-chloroperoxybenzoic acid), CSC1=C(C=CC=C1)OC(F)(F)F (1-Methylsulfanyl-2-trifluoromethoxybenzene), [OH-].[Na+] (sodium hydroxide). RXN SMILES: [CH3:1][S:2][C:3]1[CH:8]=[CH:7][CH:6]=[CH:5][C:4]=1[O:9][C:10]([F:13])([F:12])[F:11].ClC1C=C(C=CC=1)C(OO)=[O:19].[OH-:25].[Na+]>C(Cl)Cl>[CH3:1][S:2]([C:3]1[CH:8]=[CH:7][CH:6]=[CH:5][C:4]=1[O:9][C:10]([F:11])([F:12])[F:13])(=[O:19])=[O:25] |f:2.3|. Yields the product CS(=O)(=O)C1=C(C=CC=C1)OC(F)(F)F (1-methylsulfonyl-2-trifluoromethoxybenzene). Reaction conditions: time 8 hour. Reactants: CNC(=O)c1cc(Oc2ccc(NC(N)=O)cc2)ccn1, CCOC(C)=O, CN(C)C=O, Nc1ccc(Cl)c(C(F)(F)F)c1, C1CCC2=NCCCN2CC1. Product: CNC(=O)c1cc(Oc2ccc(NC(=O)Nc3ccc(Cl)c(C(F)(F)F)c3)cc2)ccn1. As a reaction SMILES: [CH3:1][NH:2][C:3]([c:4]1[cH:5][c:6]([O:10][c:11]2[cH:12][cH:13][c:14]([NH:17][C:18](=[O:19])[NH2:20])[cH:15][cH:16]2)[cH:7][cH:8][n:9]1)=[O:21].[CH3:50][CH2:51][O:52][C:53](=[O:54])[CH3:55].[CH:45]([N:46]([CH3:47])[CH3:48])=[O:49].[F:33][C:34]([c:35]1[cH:36][c:37]([NH2:38])[cH:39][cH:40][c:41]1[Cl:42])([F:43])[F:44].[N:22]12[CH2:23][CH2:24][CH2:25][N:26]=[C:27]1[CH2:28][CH2:29][CH2:30][CH2:31][CH2:32]2>>[CH3:1][NH:2][C:3]([c:4]1[cH:5][c:6]([O:10][c:11]2[cH:12][cH:13][c:14]([NH:17][C:18](=[O:19])[NH:20][c:37]3[cH:36][c:35]([C:34]([F:33])([F:43])[F:44])[c:41]([Cl:42])[cH:40][cH:39]3)[cH:15][cH:16]2)[cH:7][cH:8][n:9]1)=[O:21]. The reactants are C1(=CC=CC=C1)C1=NC2=CC=CC=C2C(=N1)C(=O)OCC (ethyl 2-phenylquinazoline-4-carboxylate), C(CCC)[Li] (butyllithium), N1CCCCCC1 (2,3,4,5,6,7-hexahydroazepine), solution. The solvent is CCCCCC (hexane), O1CCCC1 (tetrahydrofuran). Product: C1(=CC=CC=C1)C1=NC2=CC=CC=C2C(=N1)C(=O)N1CCCCCC1 (2,3,4,5,6,7-hexahydro-1-[(2-phenylquinazolin-4-yl)-carbonyl]-azepine). As a reaction SMILES: [C:1]1([C:7]2[N:16]=[C:15]([C:17]([O:19]CC)=O)[C:14]3[C:9](=[CH:10][CH:11]=[CH:12][CH:13]=3)[N:8]=2)[CH:6]=[CH:5][CH:4]=[CH:3][CH:2]=1.[NH:22]1[CH2:28][CH2:27][CH2:26][CH2:25][CH2:24][CH2:23]1.C([Li])CCC>CCCCCC.O1CCCC1>[C:1]1([C:7]2[N:16]=[C:15]([C:17]([N:22]3[CH2:28][CH2:27][CH2:26][CH2:25][CH2:24][CH2:23]3)=[O:19])[C:14]3[C:9](=[CH:10][CH:11]=[CH:12][CH:13]=3)[N:8]=2)[CH:2]=[CH:3][CH:4]=[CH:5][CH:6]=1. Procedure: The procedure of Example 24 is followed using ethyl 2-phenylquinazoline-4-carboxylate (3 g), 2,3,4,5,6,7-hexahydroazepine (2.8 ml), a 1.6M solution of butyllithium in hexane (15 ml) and tetrahydrofuran (20 ml) as the starting materials. After recrystallisation from ethanol, 2,3,4,5,6,7-hexahydro-1-[(2-phenylquinazolin-4-yl)-carbonyl]-azepine (2 g), melting at 140° C., is obtained.